This data is from the Open Reaction Database (ORD), a public repository of structured organic reaction records. The task is: describe an organic reaction: reactants, conditions, products, and yield The reagents and catalysts are [Fe] (iron). RXN SMILES: [Br:1][C:2]1[CH:7]=[C:6](/[CH:8]=[C:9](/[N+]([O-])=O)\[CH2:10][CH2:11][CH2:12][CH3:13])[CH:5]=[CH:4][C:3]=1[O:17][CH:18]1[CH2:23][CH2:22][CH2:21][CH2:20][CH2:19]1.Cl.C[OH:26]>[Fe]>[Br:1][C:2]1[CH:7]=[C:6]([CH2:8][C:9](=[O:26])[CH2:10][CH2:11][CH2:12][CH3:13])[CH:5]=[CH:4][C:3]=1[O:17][CH:18]1[CH2:23][CH2:22][CH2:21][CH2:20][CH2:19]1. Procedure details: 2-Bromo-1-cyclohexyloxy-4-((E)-2-nitro-hex-1-enyl)-benzene (8.3 mmol, 3.2 g), and iron powder (41.8 mmol, 2.3 g) were dispersed in methanol (20 mL), 3.0 N HCl (20 mL) and heated to reflux for 3.0 h. Cooled the reaction mixture to room temperature, filtered through celite washed with ether. Organic layer separated, dried (Na2SO4) filtered and concentrated under reduced pressure to provide 1-(3-Bromo-4-cyclohexyloxy-phenyl)-hexan-2-one (2.5 g). The product is BrC=1C=C(C=CC1OC1CCCCC1)CC(CCCC)=O (1-(3-Bromo-4-cyclohexyloxy-phenyl)-hexan-2-one). The reactants are BrC1=C(C=CC(=C1)\C=C(/CCCC)\[N+](=O)[O-])OC1CCCCC1 (2-Bromo-1-cyclohexyloxy-4-((E)-2-nitro-hex-1-enyl)-benzene), CO (methanol), Cl (HCl). Reactants: [C@@H]12[C@@H](C[C@@H](CC1)C2)OC=2C=C1C=CC(=CC1=CC2)[C@]2(NC(OC2)=O)C ((R)-4-(6-((1R,2R,4S)-bicyclo[2.2.1]heptan-2-yloxy)naphthalen-2-yl)-4-methyloxazolidin-2-one), C(C)O (ethanol), O.[OH-].[Li+] (lithium hydroxide, monohydrate), O (water). Yields the product N[C@](CO)(C)C1=CC2=CC=C(C=C2C=C1)O[C@H]1[C@@H]2CC[C@H](C1)C2 ((R)-2-amino-2-(6((1R,2R,4S)-bicyclo[2.2.1]heptan-2-yloxy)naphthalen-2-yl)propan-1-ol). The yield is 34.3%. RXN SMILES: [C@H:1]12[CH2:7][C@H:4]([CH2:5][CH2:6]1)[CH2:3][C@H:2]2[O:8][C:9]1[CH:10]=[C:11]2[C:16](=[CH:17][CH:18]=1)[CH:15]=[C:14]([C@:19]1([CH3:25])[CH2:23][O:22]C(=O)[NH:20]1)[CH:13]=[CH:12]2.C(O)C.O.[OH-].[Li+].O>>[NH2:20][C@@:19]([C:14]1[CH:13]=[CH:12][C:11]2[C:16](=[CH:17][CH:18]=[C:9]([O:8][C@@H:2]3[CH2:3][C@@H:4]4[CH2:7][C@H:1]3[CH2:6][CH2:5]4)[CH:10]=2)[CH:15]=1)([CH3:25])[CH2:23][OH:22] |f:2.3.4|. Reported procedure: The compound was prepared in a manner similar as to that described (R)-4-(6-((1R,2R,4S)-bicyclo[2.2.1]heptan-2-yloxy)naphthalen-2-yl)-4-methyloxazolidin-2-one (100 mg, 0.0003 mol), ethanol (2.2 g, 0.049 mol), 4.2 M lithium hydroxide, monohydrate in water (2.1 mL, 0.0090 mol) to give 32 mg of the desired product as a white solid (32%). ESI-MS: 339 (M−16)+. NMR (400 MHz, CDCl3) δ=7.94-7.61 (m, 3H), 7.50 (d, J=8.5 Hz, 1H), 7.23-7.05 (m, 2H), 4.33-4.17 (m, 1H), 3.84-3.51 (m, 2H), 2.49-0.78 (m, 13H). Reactants: NC=1C=NC(=NC1)Cl (5-amino-2-chloropyrimidine), CS(=O)Cl (methanesulfinyl chloride), Intermediate 3. The product is ClC1=NC=C(C=N1)NS(=O)C (N-(2-Chloropyrimidin-5-yl)methanesulfinamide). RXN SMILES: [NH2:1][C:2]1[CH:3]=[N:4][C:5]([Cl:8])=[N:6][CH:7]=1.[CH3:9][S:10](Cl)=[O:11]>>[Cl:8][C:5]1[N:6]=[CH:7][C:2]([NH:1][S:10]([CH3:9])=[O:11])=[CH:3][N:4]=1. Procedure: The title compound is prepared from 5-amino-2-chloropyrimidine and methanesulfinyl chloride following a procedure analogous to that described for Intermediate 3 (Step 1). The reaction mixture is cooled in an ice bath for the entire reaction time. LC (method 1): tR=0.49 min; Mass spectrum (ESI+): m/z=192 [M+H]+. The reactants are C[Si](C)(C)CCN1C(=O)CN(c2ccc(CCCC#N)cc2OCc2ccccc2)S1(=O)=O, CCCC[N+](CCCC)(CCCC)CCCC, C1CCOC1, Cl, [F-]. Product: N#CCCCc1ccc(N2CC(=O)NS2(=O)=O)c(OCc2ccccc2)c1. Reaction SMILES: [CH2:1]([c:2]1[cH:3][cH:4][cH:5][cH:6][cH:7]1)[O:8][c:9]1[cH:10][c:11]([CH2:29][CH2:30][CH2:31][C:32]#[N:33])[cH:12][cH:13][c:14]1[N:15]1[S:16](=[O:27])(=[O:28])[N:17]([CH2:21][CH2:22][Si:23]([CH3:24])([CH3:25])[CH3:26])[C:18](=[O:20])[CH2:19]1.[CH2:35]([N+:36]([CH2:37][CH2:38][CH2:39][CH3:40])([CH2:41][CH2:42][CH2:43][CH3:44])[CH2:45][CH2:46][CH2:47][CH3:48])[CH2:49][CH2:50][CH3:51].[CH2:53]1[O:54][CH2:55][CH2:56][CH2:57]1.[ClH:52].[F-:34]>>[CH2:1]([c:2]1[cH:3][cH:4][cH:5][cH:6][cH:7]1)[O:8][c:9]1[cH:10][c:11]([CH2:29][CH2:30][CH2:31][C:32]#[N:33])[cH:12][cH:13][c:14]1[N:15]1[S:16](=[O:27])(=[O:28])[NH:17][C:18](=[O:20])[CH2:19]1. Starting materials: Cc1cc2c(Cl)ccc(-n3c(=O)cc(C(F)(F)F)n(C)c3=O)c2o1, O, O=[N+]([O-])O, O=S(=O)(O)O. As a reaction SMILES: [Cl:1][c:2]1[cH:3][cH:4][c:5](-[n:12]2[c:13](=[O:24])[n:14]([CH3:23])[c:15]([C:19]([F:20])([F:21])[F:22])[cH:16][c:17]2=[O:18])[c:6]2[c:7]1[cH:8][c:9]([CH3:11])[o:10]2.[OH2:29].[OH:25][N+:26]([O-:27])=[O:28].[S:30](=[O:31])(=[O:32])([OH:33])[OH:34]>>[Cl:1][c:2]1[cH:3][cH:4][c:5](-[n:12]2[c:13](=[O:24])[n:14]([CH3:23])[c:15]([C:19]([F:20])([F:21])[F:22])[cH:16][c:17]2=[O:18])[c:6]2[c:7]1[c:8]([N+:26](=[O:25])[O-:27])[c:9]([CH3:11])[o:10]2. Product: Cc1oc2c(-n3c(=O)cc(C(F)(F)F)n(C)c3=O)ccc(Cl)c2c1[N+](=O)[O-]. Starting materials: CCOC(C)=O, O=[N+]([O-])c1cc(N2CCCCC2)c2occc2c1. Yields the product Nc1cc(N2CCCCC2)c2occc2c1. RXN SMILES: [CH3:19][CH2:20][O:21][C:22]([CH3:23])=[O:24].[N+:1]([O-:2])(=[O:3])[c:4]1[cH:5][c:6]([N:13]2[CH2:14][CH2:15][CH2:16][CH2:17][CH2:18]2)[c:7]2[c:8]([cH:9][cH:10][o:11]2)[cH:12]1>>[NH2:1][c:4]1[cH:5][c:6]([N:13]2[CH2:14][CH2:15][CH2:16][CH2:17][CH2:18]2)[c:7]2[c:8]([cH:9][cH:10][o:11]2)[cH:12]1. Yields the product NC1=NC(=C(C(=N1)O)C1=C(C=C(C=C1)Cl)Cl)O (2-Amino-5-(2,4-dichlorophenyl)-4,6-dihydroxypyrimidine). Solvent: C(C)O (ethanol). RXN SMILES: [Na].Cl.[NH2:3][C:4]([NH2:6])=[NH:5].CC[O:9][C:10]([CH:12]([C:21](OCC)=[O:22])[C:13]1[CH:18]=[CH:17][C:16]([Cl:19])=[CH:15][C:14]=1[Cl:20])=O>C(O)C>[NH2:5][C:4]1[N:6]=[C:10]([OH:9])[C:12]([C:13]2[CH:18]=[CH:17][C:16]([Cl:19])=[CH:15][C:14]=2[Cl:20])=[C:21]([OH:22])[N:3]=1 |f:1.2,^1:0|. Reactants: CCOC(=O)C(C1=C(C=C(C=C1)Cl)Cl)C(=O)OCC (diethyl 2,4-dichlorophenyl malonate), [Na] (sodium), Cl.NC(=N)N (guanidine hydrochloride), [Na] (Sodium). Procedure: Sodium (4.52 g, 0.196M) was added in portions to ethanol (150 ml). After all the sodium had dissolved guanidine hydrochloride (12.44 g, 0.13M) was added followed by diethyl 2,4-dichlorophenyl malonate(20 g, 0.0655M). The mixture was refluxed for 6 hours, EtOH was removed under reduced pressure and the residue partitioned between 2N NaOH (400 ml) and EtOAc (400 ml). The aqueous layer was acidified with concentrated hydrochloric acid with cooling and the precipitated solid was filtered and dried (... Reactants: NC=1C=C2C(=CNC2=CC1)C1CCN(CC1)C (5-amino-3-(1-methyl-piperidin-4-yl)-1H-indole), C(C1=CC=CC=C1)N=C=S (benzyl isothiocyanate). Yields the product C(C1=CC=CC=C1)NC(=S)NC=1C=C2C(=CNC2=CC1)C1CCN(CC1)C (N-benzyl-N'-(3-(1-methylpiperidin-4-yl)-1H-indol-5-yl)thiourea). Isolated yield 68.6%. Reaction SMILES: [NH2:1][C:2]1[CH:3]=[C:4]2[C:8](=[CH:9][CH:10]=1)[NH:7][CH:6]=[C:5]2[CH:11]1[CH2:16][CH2:15][N:14]([CH3:17])[CH2:13][CH2:12]1.[CH2:18]([N:25]=[C:26]=[S:27])[C:19]1[CH:24]=[CH:23][CH:22]=[CH:21][CH:20]=1>>[CH2:18]([NH:25][C:26]([NH:1][C:2]1[CH:3]=[C:4]2[C:8](=[CH:9][CH:10]=1)[NH:7][CH:6]=[C:5]2[CH:11]1[CH2:16][CH2:15][N:14]([CH3:17])[CH2:13][CH2:12]1)=[S:27])[C:19]1[CH:24]=[CH:23][CH:22]=[CH:21][CH:20]=1. Procedure details: Beginning with 15.0 mg (0.0655 mMol) 5-amino-3-(1-methyl-piperidin-4-yl)-1H-indole and 14.63 mg (0.098 mMol) benzyl isothiocyanate, 17.0 mg (86%) of the title compound were recovered. Starting materials: C1(CCCCC1)N=C=O (Cyclohexyl isocyanate), O=C1C(CNC2=C(N1)C=CC=C2)NC(=O)OC(C)(C)C (2-oxo-3-tert-butoxycarbonylamino-1,3,4,5-tetrahydro-2H-1,5-benzodiazepine). Run in O1CCCC1 (tetrahydrofuran). Yields the product O=C1C(CN(C2=C(N1)C=CC=C2)C(NC2CCCCC2)=O)NC(=O)OC(C)(C)C (2-oxo-3-tert-butoxycarbonylamino-5-(N-cyclohexylcarbamoyl)-1,3,4,5-tetrahydro-2H-1,5-benzodiazepine). Isolated yield 68.0%. RXN SMILES: [CH:1]1([N:7]=[C:8]=[O:9])[CH2:6][CH2:5][CH2:4][CH2:3][CH2:2]1.[O:10]=[C:11]1[NH:17][C:16]2[CH:18]=[CH:19][CH:20]=[CH:21][C:15]=2[NH:14][CH2:13][CH:12]1[NH:22][C:23]([O:25][C:26]([CH3:29])([CH3:28])[CH3:27])=[O:24]>O1CCCC1>[O:10]=[C:11]1[NH:17][C:16]2[CH:18]=[CH:19][CH:20]=[CH:21][C:15]=2[N:14]([C:8](=[O:9])[NH:7][CH:1]2[CH2:6][CH2:5][CH2:4][CH2:3][CH2:2]2)[CH2:13][CH:12]1[NH:22][C:23]([O:25][C:26]([CH3:29])([CH3:28])[CH3:27])=[O:24]. Reported procedure: Cyclohexyl isocyanate (363 mg) was added to a solution of 2-oxo-3-tert-butoxycarbonylamino-1,3,4,5-tetrahydro-2H-1,5-benzodiazepine (800 mg) in tetrahydrofuran (50 ml), the mixture was refluxed for 2 days. The reaction mixture was concentrated under reduced pressure, the residue was purified by silica gel column chromatography (n-hexane:ethyl acetate=1:1), to thereby obtain 790 mg of the title compound (Yield: 68%).